Dataset: the Open Reaction Database (ORD), a public repository of structured organic reaction records. Task: describe an organic reaction: reactants, conditions, products, and yield Starting materials: CCO, Cl, Cc1ccccc1, CC(C)(C)OC(=O)NCCSSc1ccccn1. The product is NCCSSc1ccccn1. RXN SMILES: [CH2:27]([OH:28])[CH3:29].[ClH:19].[c:20]1([CH3:21])[cH:22][cH:23][cH:24][cH:25][cH:26]1.[n:1]1[c:2]([S:7][S:8][CH2:9][CH2:10][NH:11][C:12](=[O:13])[O:14][C:15]([CH3:16])([CH3:17])[CH3:18])[cH:3][cH:4][cH:5][cH:6]1>>[n:1]1[c:2]([S:7][S:8][CH2:9][CH2:10][NH2:11])[cH:3][cH:4][cH:5][cH:6]1. Product: CCc1cc2c(=O)n3cc(C#N)ccc3nc2s1. As a reaction SMILES: [CH2:1]([CH3:2])[c:3]1[cH:4][c:5]2[c:6]([n:7][c:8]3[n:9]([c:10]2=[O:11])[cH:12][c:13]([C:16](=[O:17])[NH2:18])[cH:14][cH:15]3)[s:19]1.[CH:25]([Cl:26])([Cl:27])[Cl:28].[P:20]([Cl:21])([Cl:22])([Cl:23])=[O:24]>>[CH2:1]([CH3:2])[c:3]1[cH:4][c:5]2[c:6]([n:7][c:8]3[n:9]([c:10]2=[O:11])[cH:12][c:13]([C:16]#[N:18])[cH:14][cH:15]3)[s:19]1. The reactants are CCc1cc2c(=O)n3cc(C(N)=O)ccc3nc2s1, ClC(Cl)Cl, O=P(Cl)(Cl)Cl.